From a dataset of the Open Reaction Database (ORD), a public repository of structured organic reaction records. describe an organic reaction: reactants, conditions, products, and yield The reactants are [Al+3], ClCCl, [Cl-], [Cl-], [Cl-], CCOc1ccc(Sc2ccc([N+](=O)[O-])cc2)c(Cl)c1Cl. The product is O=[N+]([O-])c1ccc(Sc2ccc(O)c(Cl)c2Cl)cc1. RXN SMILES: [Al+3:23].[CH2:26]([Cl:27])[Cl:28].[Cl-:22].[Cl-:24].[Cl-:25].[Cl:1][c:2]1[c:3]([O:19][CH2:20][CH3:21])[cH:4][cH:5][c:6]([S:9][c:10]2[cH:11][cH:12][c:13]([N+:16](=[O:17])[O-:18])[cH:14][cH:15]2)[c:7]1[Cl:8]>>[Cl:1][c:2]1[c:3]([OH:19])[cH:4][cH:5][c:6]([S:9][c:10]2[cH:11][cH:12][c:13]([N+:16](=[O:17])[O-:18])[cH:14][cH:15]2)[c:7]1[Cl:8]. Starting materials: C(C1=CC=CC=C1)N1CCC(CC1)(C#N)N(C)C (1-benzyl-4-(dimethylamino)piperidine-4-carbonitrile), C1CCOC1 (THF), CO.C(Cl)(Cl)Cl (MeOH CHCl3), [NH4+].[Cl-] (NH4Cl). Reaction conditions: time 12 hour. The product is C(C1=CC=CC=C1)N1CCC(CC1)(N(C)C)CCCC (1-Benzyl-4-butyl-N,N-dimethylpiperidin-4-amine). Isolated yield 53.0%. RXN SMILES: [CH2:1]([N:8]1[CH2:13][CH2:12][C:11]([N:16]([CH3:18])[CH3:17])([C:14]#N)[CH2:10][CH2:9]1)[C:2]1[CH:7]=[CH:6][CH:5]=[CH:4][CH:3]=1.CO.C(Cl)(Cl)Cl.[NH4+].[Cl-].[CH2:27]1[CH2:31]OC[CH2:28]1>>[CH2:1]([N:8]1[CH2:9][CH2:10][C:11]([CH2:14][CH2:28][CH2:27][CH3:31])([N:16]([CH3:17])[CH3:18])[CH2:12][CH2:13]1)[C:2]1[CH:3]=[CH:4][CH:5]=[CH:6][CH:7]=1 |f:1.2,3.4|. Procedure details: A little iodine was added to a mixture of 17.7 g (6 eq) magnesium and 50 ml dry ether, followed over a period of 1 h by 100 g (6 eq) bromobutane dissolved in 100 ml dry ether. This reaction mixture was stirred for 1 h at room temperature. The Grignard reagent produced in the preceding step was added over a period of 20 min to a solution of 30 g (1 eq) 1-benzyl-4-(dimethylamino)piperidine-4-carbonitrile dissolved in 210 ml dry THF and the reaction mixture obtained was then stirred for 12 h at roo... Reactants: COC1=CC=C(C=C1)O (4-methoxyphenol), FC1=C(CCl)C=CC=C1 (2-fluorobenzyl chloride). The product is COC1=CC(=C(C=C1)O)CC1=C(C=CC=C1)F (4-methoxy-2-(2′-fluorobenzyl)phenol). Reaction SMILES: [CH3:1][O:2][C:3]1[CH:8]=[CH:7][C:6]([OH:9])=[CH:5][CH:4]=1.[F:10][C:11]1[CH:18]=[CH:17][CH:16]=[CH:15][C:12]=1[CH2:13]Cl>>[CH3:1][O:2][C:3]1[CH:8]=[CH:7][C:6]([OH:9])=[C:5]([CH2:13][C:12]2[CH:15]=[CH:16][CH:17]=[CH:18][C:11]=2[F:10])[CH:4]=1. Procedure: Alkylation of 4-methoxyphenol with 2-fluorobenzyl chloride according to the procedure described in J. Chem. Soc, 2431 (1958) gave 4-methoxy-2-(2′-fluorobenzyl)phenol. This material was converted to compound 73 and compound 74 by the procedure similar to that in Example 18 method B.